Dataset: the Open Reaction Database (ORD), a public repository of structured organic reaction records. Task: describe an organic reaction: reactants, conditions, products, and yield Starting materials: C1(CCC1)N1CCC(CC1)OC1=CC=C(C=C1)NCC(=O)N1CCOCC1 (2-[4-(1-Cyclobutyl piperidin-4-yloxy)phenylamino]-1-(morpholin-4-yl)ethanone), Cl (hydrochloride). Solvent: C(C)OCC (diethyl ether). Conditions: time 1 hour. The product is Cl.C1(CCC1)N1CCC(CC1)OC1=CC=C(C=C1)NCC(=O)N1CCOCC1 (2-[4-(1-Cyclobutyl piperidin-4-yloxy)phenylamino]-1-(morpholin-4-yl)ethanone hydrochloride). The yield is 85.0%. RXN SMILES: [CH:1]1([N:5]2[CH2:10][CH2:9][CH:8]([O:11][C:12]3[CH:17]=[CH:16][C:15]([NH:18][CH2:19][C:20]([N:22]4[CH2:27][CH2:26][O:25][CH2:24][CH2:23]4)=[O:21])=[CH:14][CH:13]=3)[CH2:7][CH2:6]2)[CH2:4][CH2:3][CH2:2]1.[ClH:28]>C(OCC)C>[ClH:28].[CH:1]1([N:5]2[CH2:6][CH2:7][CH:8]([O:11][C:12]3[CH:13]=[CH:14][C:15]([NH:18][CH2:19][C:20]([N:22]4[CH2:27][CH2:26][O:25][CH2:24][CH2:23]4)=[O:21])=[CH:16][CH:17]=3)[CH2:9][CH2:10]2)[CH2:4][CH2:3][CH2:2]1 |f:3.4|. Reported procedure: To a stirred solution of 2-[4-(1-Cyclobutyl piperidin-4-yloxy)phenylamino]-1-(morpholin-4-yl)ethanone (0.3 g, 0.804 mmoles) in diethyl ether (20 mL) was treated with 15% methanolic hydrochloride (0.23 mL, 0.965 mmoles). The reaction mass was stirred further for 1 hour at room temperature. The solvent was decanted, the resulting solids were washed with ether (2×10 mL) and dried under reduced pressure to obtain title compound 0.28 g (Yield: 85%).